From a dataset of the Open Reaction Database (ORD), a public repository of structured organic reaction records. describe an organic reaction: reactants, conditions, products, and yield Reactants: Cc1c(C)c2c(c(C)c1N)CC(C)(C)O2, Cc1ccc(S(=O)(=O)Cl)cc1, c1ccncc1. Product: Cc1ccc(S(=O)(=O)Nc2c(C)c(C)c3c(c2C)CC(C)(C)O3)cc1. RXN SMILES: [NH2:1][c:2]1[c:3]([CH3:15])[c:4]([CH3:14])[c:5]2[c:6]([c:12]1[CH3:13])[CH2:7][C:8]([CH3:10])([CH3:11])[O:9]2.[c:16]1([CH3:26])[cH:17][cH:18][c:19]([S:22](=[O:23])(=[O:24])[Cl:25])[cH:20][cH:21]1.[cH:27]1[cH:28][cH:29][n:30][cH:31][cH:32]1>>[NH:1]([c:2]1[c:3]([CH3:15])[c:4]([CH3:14])[c:5]2[c:6]([c:12]1[CH3:13])[CH2:7][C:8]([CH3:10])([CH3:11])[O:9]2)[S:22]([c:19]1[cH:18][cH:17][c:16]([CH3:26])[cH:21][cH:20]1)(=[O:23])=[O:24]. The reactants are O=C(n1ccnc1)n1ccnc1, C1CCOC1, O=C(O)c1ccccn1, NCCCn1ccnc1-c1ccccc1. The product is O=C(NCCCn1ccnc1-c1ccccc1)c1ccccn1. As a reaction SMILES: [C:10]([n:11]1[cH:12][cH:13][n:14][cH:15]1)([n:16]1[cH:17][cH:18][n:19][cH:20]1)=[O:21].[O:37]1[CH2:38][CH2:39][CH2:40][CH2:41]1.[OH:1][C:2](=[O:3])[c:4]1[cH:5][cH:6][cH:7][cH:8][n:9]1.[c:22]1(-[c:28]2[n:29]([CH2:33][CH2:34][CH2:35][NH2:36])[cH:30][cH:31][n:32]2)[cH:23][cH:24][cH:25][cH:26][cH:27]1>>[C:2](=[O:3])([c:4]1[cH:5][cH:6][cH:7][cH:8][n:9]1)[NH:36][CH2:35][CH2:34][CH2:33][n:29]1[c:28](-[c:22]2[cH:23][cH:24][cH:25][cH:26][cH:27]2)[n:32][cH:31][cH:30]1.